Dataset: the Open Reaction Database (ORD), a public repository of structured organic reaction records. Task: describe an organic reaction: reactants, conditions, products, and yield The reactants are C(C)(=O)OC=1C(C(=O)Cl)=CC=CC1 (Acetylsalicylic acid chloride), C(C)(=O)OC=1C(C(=O)O)=CC=CC1 (acetylsalicylic acid), S(=O)(Cl)Cl (thionyl chloride), NC1=CC(=C(C(=C1)Cl)O)Cl (4-amino-2,6-dichlorophenol). Yields the product ClC=1C=C(NC(C2=C(C=CC=C2)O)=O)C=C(C1O)Cl (3',5'-dichloro-2,4'-dihydroxybenzanilide). RXN SMILES: C([O:4][C:5]1[C:6](=[CH:10][CH:11]=[CH:12][CH:13]=1)[C:7](Cl)=[O:8])(=O)C.C(OC1C(=CC=CC=1)C(O)=O)(=O)C.S(Cl)(Cl)=O.[NH2:31][C:32]1[CH:37]=[C:36]([Cl:38])[C:35]([OH:39])=[C:34]([Cl:40])[CH:33]=1>>[Cl:38][C:36]1[CH:37]=[C:32]([CH:33]=[C:34]([Cl:40])[C:35]=1[OH:39])[NH:31][C:7](=[O:8])[C:6]1[CH:10]=[CH:11][CH:12]=[CH:13][C:5]=1[OH:4]. Procedure details: Acetylsalicylic acid chloride prepared from acetylsalicylic acid and thionyl chloride was condensed with 4-amino-2,6-dichlorophenol followed by deacetylation to yield 3',5'-dichloro-2,4'-dihydroxybenzanilide (4 g.). Starting materials: CO, OC1(c2ccc(Cl)cc2)CCNCC1, COc1cc(F)ccc1C(=O)N1CC1, c1ccccc1. Yields the product COc1cc(F)ccc1C(=O)NCCN1CCC(O)(c2ccc(Cl)cc2)CC1. As a reaction SMILES: [CH3:29][OH:30].[Cl:15][c:16]1[cH:17][cH:18][c:19]([C:22]2([OH:28])[CH2:23][CH2:24][NH:25][CH2:26][CH2:27]2)[cH:20][cH:21]1.[F:1][c:2]1[cH:3][c:4]([O:13][CH3:14])[c:5]([C:6](=[O:7])[N:8]2[CH2:9][CH2:10]2)[cH:11][cH:12]1.[cH:31]1[cH:32][cH:33][cH:34][cH:35][cH:36]1>>[F:1][c:2]1[cH:3][c:4]([O:13][CH3:14])[c:5]([C:6](=[O:7])[NH:8][CH2:10][CH2:9][N:25]2[CH2:24][CH2:23][C:22]([c:19]3[cH:18][cH:17][c:16]([Cl:15])[cH:21][cH:20]3)([OH:28])[CH2:27][CH2:26]2)[cH:11][cH:12]1.